From a dataset of the Open Reaction Database (ORD), a public repository of structured organic reaction records. describe an organic reaction: reactants, conditions, products, and yield Yields the product Nc1cccc(-n2c(=O)n(-c3ccc(Cl)cc3)c3c(N)ncnc32)c1. As a reaction SMILES: [Cl:40][CH2:41][Cl:42].[F:33][C:34]([F:35])([F:36])[C:37]([OH:38])=[O:39].[NH2:1][c:2]1[c:3]2[n:4](-[c:26]3[cH:27][cH:28][c:29]([Cl:32])[cH:30][cH:31]3)[c:5](=[O:25])[n:6](-[c:11]3[cH:12][c:13]([NH:17][C:18](=[O:19])[O:20][C:21]([CH3:22])([CH3:23])[CH3:24])[cH:14][cH:15][cH:16]3)[c:7]2[n:8][cH:9][n:10]1>>[NH2:1][c:2]1[c:3]2[n:4](-[c:26]3[cH:27][cH:28][c:29]([Cl:32])[cH:30][cH:31]3)[c:5](=[O:25])[n:6](-[c:11]3[cH:12][c:13]([NH2:17])[cH:14][cH:15][cH:16]3)[c:7]2[n:8][cH:9][n:10]1. Starting materials: ClCCl, O=C(O)C(F)(F)F, CC(C)(C)OC(=O)Nc1cccc(-n2c(=O)n(-c3ccc(Cl)cc3)c3c(N)ncnc32)c1. The reactants are BrC1=CN(C2=C1C(NC=C2C#N)OC)C2CCCC2 (3-bromo-1-cyclopentyl-4-methoxy-4,5-dihydro-1H-pyrrolo[3,2-c]pyridine-7-carbonitrile), CC1(OB(OC1(C)C)C=1C=C(SC1)CC#N)C ((4-(4,4,5,5-tetramethyl-1,3,2-dioxaborolan-2-yl)-2-thienyl)acetonitrile), C([O-])([O-])=O.[Na+].[Na+] (sodium carbonate), COCCOC (DME). The reagents and catalysts are C=1C=CC(=CC1)[P](C=2C=CC=CC2)(C=3C=CC=CC3)[Pd]([P](C=4C=CC=CC4)(C=5C=CC=CC5)C=6C=CC=CC6)([P](C=7C=CC=CC7)(C=8C=CC=CC8)C=9C=CC=CC9)[P](C=1C=CC=CC1)(C=1C=CC=CC1)C=1C=CC=CC1 (tetrakis(triphenylphosphine)palladium(0)). The solvent is O (water). Run at temperature 80 celsius, time 8 hour. The product is C(#N)CC1=CC(=CS1)C1=CN(C2=C1C(=NC=C2C#N)OC)C2CCCC2 (3-(5-(cyanomethyl)-3-thienyl)-1-cyclopentyl-4-methoxy-1H-pyrrolo[3,2-c]pyridine-7-carbonitrile). Yield: 78.2%. As a reaction SMILES: Br[C:2]1[C:6]2[CH:7]([O:13][CH3:14])[NH:8][CH:9]=[C:10]([C:11]#[N:12])[C:5]=2[N:4]([CH:15]2[CH2:19][CH2:18][CH2:17][CH2:16]2)[CH:3]=1.CC1(C)C(C)(C)OB([C:28]2[CH:29]=[C:30]([CH2:33][C:34]#[N:35])[S:31][CH:32]=2)O1.C(=O)([O-])[O-].[Na+].[Na+].COCCOC>C1C=CC([P]([Pd]([P](C2C=CC=CC=2)(C2C=CC=CC=2)C2C=CC=CC=2)([P](C2C=CC=CC=2)(C2C=CC=CC=2)C2C=CC=CC=2)[P](C2C=CC=CC=2)(C2C=CC=CC=2)C2C=CC=CC=2)(C2C=CC=CC=2)C2C=CC=CC=2)=CC=1.O>[C:34]([CH2:33][C:30]1[S:31][CH:32]=[C:28]([C:2]2[C:6]3[C:7]([O:13][CH3:14])=[N:8][CH:9]=[C:10]([C:11]#[N:12])[C:5]=3[N:4]([CH:15]3[CH2:19][CH2:18][CH2:17][CH2:16]3)[CH:3]=2)[CH:29]=1)#[N:35] |f:2.3.4,^1:52,54,73,92|. Procedure: A mixture of 3-bromo-1-cyclopentyl-4-methoxy-4,5-dihydro-1H-pyrrolo[3,2-c]pyridine-7-carbonitrile (250 mg) obtained in Step H of Example 33, (4-(4,4,5,5-tetramethyl-1,3,2-dioxaborolan-2-yl)-2-thienyl)acetonitrile (292 mg), tetrakis(triphenylphosphine)palladium(0) (90 mg), 2M aqueous sodium carbonate solution (0.781 mL) and DME (3.0 mL) was stirred overnight at 80° C. To the reaction mixture was added water, and the mixture was extracted with ethyl acetate. The organic layer was washed with water... Starting materials: C(=O)(O)C1=NC=C(C(=C1C)Cl)C (2-carboxy-4-chloro-3,5-lutidine), [Cl-].[Na+] (sodium chloride), B.C1CCOC1 (BH3.THF), C1CCOC1.O (THF H2O). Solvent: CN(C=O)C (dimethylformamide). Run at time 1.5 hour. The product is ClC1=C(C(=NC=C1C)CO)C (4-Chloro-2-hydroxymethyl-3,5-Lutidine). The yield is 51.0%. As a reaction SMILES: [C:1]([C:4]1[C:9]([CH3:10])=[C:8]([Cl:11])[C:7]([CH3:12])=[CH:6][N:5]=1)(O)=[O:2].B.C1COCC1.C1COCC1.O.[Cl-].[Na+]>CN(C)C=O>[Cl:11][C:8]1[C:7]([CH3:12])=[CH:6][N:5]=[C:4]([CH2:1][OH:2])[C:9]=1[CH3:10] |f:1.2,3.4,5.6|. Procedure details: 2-carboxy-4-chloro-3,5-lutidine (1 eq.) was suspended in dry dimethylformamide and BH3.THF solution (1M in tetrahydrofuran, 3.5 eq.) was added. The mixture was heated to 60ℑ C. and stirred under a nitrogen atmosphere until completion (1.5 hours). The mixture was cooled in an ice bath and THF/H2O (1:1) mixture (10 volumes) was added slowly. The aqueous layer was saturated with sodium chloride and the tetrahydrofuran layer was separated. The aqueous layer was extracted with ether. The combined org...